Dataset: the Open Reaction Database (ORD), a public repository of structured organic reaction records. Task: describe an organic reaction: reactants, conditions, products, and yield Reactants: TEA, C(#C)C=1C=C(C=CC1)NC(C(F)(F)F)=O (N-(3-ethynyl-phenyl)-2,2,2-trifluoro-acetamide), ClC1=NC=CC(=N1)Cl (2,4-dichloropyrimidine). The reagents and catalysts are Cl[Pd]([P](C1=CC=CC=C1)(C2=CC=CC=C2)C3=CC=CC=C3)([P](C4=CC=CC=C4)(C5=CC=CC=C5)C6=CC=CC=C6)Cl (dichlorobis(triphenyl-phosphine)palladium(II)), [Cu]I (copper(I) iodide). The solvent is C(Cl)Cl (DCM), C1CCOC1 (THF), C1CCOC1 (THF). Reaction conditions: temperature 50 celsius. Product: ClC1=NC=CC(=N1)C=CC=1C=C(C=CC1)NC(C(F)(F)F)=O (N-[3-(2-Chloro-pyrimidin-4-ylethenyl)-phenyl]-2,2,2-trifluoro-acetamide). RXN SMILES: [Cl:1][C:2]1[N:7]=[C:6](Cl)[CH:5]=[CH:4][N:3]=1.[C:9]([C:11]1[CH:12]=[C:13]([NH:17][C:18](=[O:23])[C:19]([F:22])([F:21])[F:20])[CH:14]=[CH:15][CH:16]=1)#[CH:10]>C1COCC1.C(Cl)Cl.Cl[Pd](Cl)([P](C1C=CC=CC=1)(C1C=CC=CC=1)C1C=CC=CC=1)[P](C1C=CC=CC=1)(C1C=CC=CC=1)C1C=CC=CC=1.[Cu]I>[Cl:1][C:2]1[N:7]=[C:6]([CH:10]=[CH:9][C:11]2[CH:12]=[C:13]([NH:17][C:18](=[O:23])[C:19]([F:20])([F:21])[F:22])[CH:14]=[CH:15][CH:16]=2)[CH:5]=[CH:4][N:3]=1 |^1:34,53|. Reported procedure: To a mixture of 2,4-dichloropyrimidine (14.5 g, 97.5 mmol), dichlorobis(triphenyl-phosphine)palladium(II) (1.3 g, 2.6 mmol), and copper(I) iodide (25 mg, 0.13 mmol) in degassed THF was added TEA (34 mL, 263 mmol), and the mixture was heated to 50° C. A solution of N-(3-ethynyl-phenyl)-2,2,2-trifluoro-acetamide (14 g, 65 mmol) in THF was added to the mixture over 45 minutes. After several h, the reaction was cooled to rt and diluted with DCM. The organic mixture was washed with water and brine, d... Reactants: O=C1N=C2SC3=C(N2C(=C1)C1=CC=CC=C1)C=CC(=C3)CC(=O)O (2-oxo-4-phenyl-2H-pyrimido[2,1-b]benzothiazole-8-acetic acid), C(=O)(N1C=NC=C1)N1C=NC=C1 (1,1'-carbonyldiimidazole), CNC (dimethylamine). The solvent is O1CCCC1 (tetrahydrofuran). Reaction conditions: time 1 hour. Yields the product CN(C(CC1=CC2=C(N3C(S2)=NC(C=C3C3=CC=CC=C3)=O)C=C1)=O)C (N,N-dimethyl-2-oxo-4-phenyl-2H-pyrimido[2,1-b]benzothiazole-8-acetamide). Isolated yield 33.9%. As a reaction SMILES: [O:1]=[C:2]1[CH:10]=[C:9]([C:11]2[CH:16]=[CH:15][CH:14]=[CH:13][CH:12]=2)[N:8]2[C:4]([S:5][C:6]3[CH:20]=[C:19]([CH2:21][C:22]([OH:24])=O)[CH:18]=[CH:17][C:7]=32)=[N:3]1.[C:25](N1C=CN=C1)([N:27]1C=CN=[CH:28]1)=O.CNC>O1CCCC1>[CH3:25][N:27]([CH3:28])[C:22](=[O:24])[CH2:21][C:19]1[CH:18]=[CH:17][C:7]2[N:8]3[C:9]([C:11]4[CH:12]=[CH:13][CH:14]=[CH:15][CH:16]=4)=[CH:10][C:2](=[O:1])[N:3]=[C:4]3[S:5][C:6]=2[CH:20]=1. Procedure details: A solution of 3 g of 2-oxo-4-phenyl-2H-pyrimido[2,1-b]benzothiazole-8-acetic acid in 40 ml of tetrahydrofuran and 2 g of 1,1'-carbonyldiimidazole were admixed. The mixture was stirred at room temperature for 1 hour until dissolution took place. Excess dimethylamine (30% in ethanol) was added and the mixture was stirred for a further 40 minutes. The solvent was then removed under vacuo and the residue was taken up in dichloromethane and washed with water, bicarbonate solution water then dried ove... The reactants are [Ag] (silver), graphite, C(CCCCCC(C)(C)C)(=O)O (neodecanoic acid), [OH-].[Na+] (sodium hydroxide), [Ag] (silver), [Ag] (Silver), [Ag] (silver). The solvent is CC(=O)C (acetone). The product is C(CCCCCC(C)(C)C)(=O)[O-].[Ag+] (Silver Neodecanoate). RXN SMILES: [C:1]([OH:12])(=[O:11])[CH2:2][CH2:3][CH2:4][CH2:5][CH2:6][C:7]([CH3:10])([CH3:9])[CH3:8].[OH-].[Na+].[Ag:15]>CC(C)=O>[C:1]([O-:12])(=[O:11])[CH2:2][CH2:3][CH2:4][CH2:5][CH2:6][C:7]([CH3:8])([CH3:9])[CH3:10].[Ag+:15] |f:1.2,5.6|. Reported procedure: To a reaction flask equipped with a mechanical stirrer, thermometer was charged 12.0 g (0.070 mole) of neodecanoic acid, 60 g of 0.1N sodium hydroxide. Silver foil was used as the anode and a graphite rod as the cathode. After passing 5,590 coulombs of direct current, 3.47 g (0.032 mole) of silver was consumed. A black sticky material was obtained after removal of the aqueous phase. This material was tertiurated with acetone and gave a black crystalline solid containing 25.0% silver. From the ac... Reactants: CC(C)([O-])C.[K+] (Potassium tert-butoxide), C(C1=CC=CC=C1)N1CCC(CC1)O (1-benzyl-4-hydroxypiperidine), FC1=NC=CC=C1C (2-Fluoro-3-methylpyridine). Solvent: CS(=O)C (dimethylsulfoxide). Conditions: time 1 hour. Product: C(C1=CC=CC=C1)N1CCC(CC1)OC1=NC=CC=C1C (2-[(1-Benzylpiperidin-4-yl)oxy]-3-methylpyridine). Yield: 85.0%. Reaction SMILES: CC(C)([O-])C.[K+].[CH2:7]([N:14]1[CH2:19][CH2:18][CH:17]([OH:20])[CH2:16][CH2:15]1)[C:8]1[CH:13]=[CH:12][CH:11]=[CH:10][CH:9]=1.F[C:22]1[C:27]([CH3:28])=[CH:26][CH:25]=[CH:24][N:23]=1>CS(C)=O>[CH2:7]([N:14]1[CH2:19][CH2:18][CH:17]([O:20][C:22]2[C:27]([CH3:28])=[CH:26][CH:25]=[CH:24][N:23]=2)[CH2:16][CH2:15]1)[C:8]1[CH:9]=[CH:10][CH:11]=[CH:12][CH:13]=1 |f:0.1|. Procedure: Potassium tert-butoxide (1.08 g, 8.62 mmol) was added to a solution of 1-benzyl-4-hydroxypiperidine (1.5 g, 7.84 mmol) in dimethylsulfoxide (5 mL) and the mixture was stirred at room temperature for 1 hour. 2-Fluoro-3-methylpyridine (957 mg, 8.62 mmol) was then added and the reaction mixture was stirred at room temperature for 3 hours. The mixture was partitioned between ethyl acetate and water, and the organic layer was separated and washed with sodium hydrogen carbonate solution and brine. The... Reactants: C(=O)([O-])[O-].[K+].[K+] (K2CO3), N12CCC(CC1)(CC2)C(O)(C2=CC=CC=C2)C2=CC=CC=C2 (1-azabicyclo[2.2.2]oct-4-yl(diphenyl)methanol), [Si](C)(C)(C)C#N (TMSCN), [Al+3].[Cl-].[Cl-].[Cl-] (AlCl3). Solvent: CCOC(=O)C (EtOAc), ClCCCl (1,2-dichloroethane). Conditions: temperature 85 celsius, time 10 minute. The product is N12CCC(CC1)(CC2)C(C#N)(C2=CC=CC=C2)C2=CC=CC=C2 (1-Azabicyclo[2.2.2]oct-4-yl(diphenyl)acetonitrile). Isolated yield 58.8%. RXN SMILES: [N:1]12[CH2:8][CH2:7][C:4]([C:9]([C:17]3[CH:22]=[CH:21][CH:20]=[CH:19][CH:18]=3)([C:11]3[CH:16]=[CH:15][CH:14]=[CH:13][CH:12]=3)O)([CH2:5][CH2:6]1)[CH2:3][CH2:2]2.[Al+3].[Cl-].[Cl-].[Cl-].[Si]([C:31]#[N:32])(C)(C)C.C([O-])([O-])=O.[K+].[K+]>ClCCCl.CCOC(C)=O>[N:1]12[CH2:8][CH2:7][C:4]([C:9]([C:17]3[CH:22]=[CH:21][CH:20]=[CH:19][CH:18]=3)([C:11]3[CH:16]=[CH:15][CH:14]=[CH:13][CH:12]=3)[C:31]#[N:32])([CH2:5][CH2:6]1)[CH2:3][CH2:2]2 |f:1.2.3.4,6.7.8|. Procedure details: To a suspension of 1-azabicyclo[2.2.2]oct-4-yl(diphenyl)methanol (0.3055 g, 1.04 mmol) in 1,2-dichloroethane (17 mL) was added AlCl3 (0.6675 g, 5.04 mmol). The reaction was allowed to stir for 10 min and then TMSCN (0.68 mL, 5.10 mmol) was added. The reaction was sealed and heated to 85° C. for overnight. The reaction mixture was poured into a separatory funnel containing K2CO3 (aq. sat.) (100 mL) and EtOAc (100 mL). The aqueous phase was separated and further extracted with EtOAc (3×100 mL) was... The reactants are [BH4-], O=C([O-])O, CO, Cl, [Na+], [Na+], CC(C)(C)C(=O)C(Oc1ccccc1)n1ccnc1. Product: CC(C)(C)C(O)C(Oc1ccccc1)n1ccnc1. As a reaction SMILES: [BH4-:20].[C:23](=[O:24])([OH:25])[O-:26].[CH3:28][OH:29].[ClH:22].[Na+:21].[Na+:27].[n:1]1([CH:6]([C:7]([C:8]([CH3:9])([CH3:10])[CH3:11])=[O:12])[O:13][c:14]2[cH:15][cH:16][cH:17][cH:18][cH:19]2)[cH:2][n:3][cH:4][cH:5]1>>[n:1]1([CH:6]([CH:7]([C:8]([CH3:9])([CH3:10])[CH3:11])[OH:12])[O:13][c:14]2[cH:15][cH:16][cH:17][cH:18][cH:19]2)[cH:2][n:3][cH:4][cH:5]1. Reactants: C(C)OC(C1=CC=C(C=C1)CC1=CC=CC=C1)=O (ethyl-4-benzylbenzoate), [H-].[Al+3].[Li+].[H-].[H-].[H-] (lithium aluminium hydride), O (water). Run in CCOCC (ether). Run at time 1 hour. Yields the product C(C1=CC=CC=C1)C1=CC=C(CO)C=C1 (4-benzylbenzyl alcohol). The yield is 76.4%. Reaction SMILES: C([O:3][C:4](=O)[C:5]1[CH:10]=[CH:9][C:8]([CH2:11][C:12]2[CH:17]=[CH:16][CH:15]=[CH:14][CH:13]=2)=[CH:7][CH:6]=1)C.[H-].[Al+3].[Li+].[H-].[H-].[H-].O>CCOCC>[CH2:11]([C:8]1[CH:7]=[CH:6][C:5]([CH2:4][OH:3])=[CH:10][CH:9]=1)[C:12]1[CH:13]=[CH:14][CH:15]=[CH:16][CH:17]=1 |f:1.2.3.4.5.6|. Reported procedure: The above ester (4 g) in dry ether under nitrogen at 0° was treated with lithium aluminium hydride (0.9 g). After 1 hour at 0° and 18 hours at 25° water was added carefully and the mixture worked up in the usual manner to give 4-benzylbenzyl alcohol (2.52 g). NMR 1H: 7.21(9H,m), 4.53(2H,s), 3.95(2H,s), 2.10(1H,bs). The reagents and catalysts are [Pd] (palladium-activated carbon). Solvent: C1CCOC1 (THF), C(C)(=O)OCC (ethyl acetate). Reaction conditions: time 2 hour. Isolated yield 99.6%. Reaction SMILES: [CH3:1][C:2]([CH3:37])([CH3:36])[CH2:3][C:4]1[N:9]=[C:8]([CH2:10][O:11][C:12]2[N:17]=[CH:16][N:15]=[C:14](/[CH:18]=[CH:19]/[C:20]([O:22][CH2:23][CH3:24])=[O:21])[C:13]=2[O:25][CH3:26])[CH:7]=[CH:6][C:5]=1[C:27]1[CH:32]=[C:31]([O:33][CH3:34])[CH:30]=[CH:29][C:28]=1[F:35]>C1COCC1.C(OCC)(=O)C.[Pd]>[CH3:36][C:2]([CH3:1])([CH3:37])[CH2:3][C:4]1[N:9]=[C:8]([CH2:10][O:11][C:12]2[N:17]=[CH:16][N:15]=[C:14]([CH2:18][CH2:19][C:20]([O:22][CH2:23][CH3:24])=[O:21])[C:13]=2[O:25][CH3:26])[CH:7]=[CH:6][C:5]=1[C:27]1[CH:32]=[C:31]([O:33][CH3:34])[CH:30]=[CH:29][C:28]=1[F:35]. Reported procedure: To a solution of ethyl (2E)-3-(6-((6-(2,2-dimethylpropyl)-5-(2-fluoro-5-methoxyphenyl)pyridin-2-yl)methoxy)-5-methoxypyrimidin-4-yl)acrylate (1.13 g) in THF (10 mL) and ethyl acetate (10 mL) was added 10% palladium-activated carbon (113 mg) and, under a hydrogen atmosphere, the mixture was stirred at room temperature for 2 hr. The reaction mixture was filtered, and the filtrate was concentrated under reduced pressure to give the title compound (1.13 g) as a pale-yellow solid. This compound was u... The product is CC(CC1=C(C=CC(=N1)COC1=C(C(=NC=N1)CCC(=O)OCC)OC)C1=C(C=CC(=C1)OC)F)(C)C (ethyl 3-(6-((6-(2,2-dimethylpropyl)-5-(2-fluoro-5-methoxyphenyl)pyridin-2-yl)methoxy)-5-methoxypyrimidin-4-yl)propanoate). Starting materials: CC(CC1=C(C=CC(=N1)COC1=C(C(=NC=N1)/C=C/C(=O)OCC)OC)C1=C(C=CC(=C1)OC)F)(C)C (ethyl (2E)-3-(6-((6-(2,2-dimethylpropyl)-5-(2-fluoro-5-methoxyphenyl)pyridin-2-yl)methoxy)-5-methoxypyrimidin-4-yl)acrylate).